Dataset: the Open Reaction Database (ORD), a public repository of structured organic reaction records. Task: describe an organic reaction: reactants, conditions, products, and yield Run in C(C)C(=O)C (methyl ethyl ketone). Reaction SMILES: Cl[CH2:2][CH2:3][CH2:4][O:5][C:6]1[CH:21]=[CH:20][C:9]2[CH2:10][CH2:11][CH:12]([CH2:14][CH2:15][C:16]([O:18][CH3:19])=[O:17])[O:13][C:8]=2[C:7]=1[CH2:22][CH2:23][CH3:24].[I-:25].[Na+]>C(C(C)=O)C>[I:25][CH2:2][CH2:3][CH2:4][O:5][C:6]1[CH:21]=[CH:20][C:9]2[CH2:10][CH2:11][CH:12]([CH2:14][CH2:15][C:16]([O:18][CH3:19])=[O:17])[O:13][C:8]=2[C:7]=1[CH2:22][CH2:23][CH3:24] |f:1.2|. Reported procedure: The compound of Example 2 (1.6 g, 4.521 mmol) was mixed with sodium iodide (6.8 g, 45.21 mmol) and methyl ethyl ketone (100 ml). The reaction mixture was stirred and refluxed overnight. The solvent was removed under vacuum and 100 ml of water was added to the residue. The solution was extracted three times with ethyl acetate. The extracts were combined, filtered, dried over magnesium sulfate and the solvent was removed under vacuum to give the product as a brown oil. Reactants: ClCCCOC1=C(C2=C(CCC(O2)CCC(=O)OC)C=C1)CCC (Methyl 7-(3-chloropropoxy)-3,4-dihydro-8-propyl-2H-1-benzopyran-2-propanoate), [I-].[Na+] (sodium iodide). Product: ICCCOC1=C(C2=C(CCC(O2)CCC(=O)OC)C=C1)CCC (Methyl 3,4-dihydro-7-(3-iodopropoxy)-8-propyl-2H-1-benzopyran-2-propanoate).